describe an organic reaction: reactants, conditions, products, and yield From a dataset of the Open Reaction Database (ORD), a public repository of structured organic reaction records. The reactants are CCOC(=O)C(=O)C(Br)CCc1ccccc1, C1CCOC1, Nc1ccccn1. Product: [Br-], CCOC(=O)C(=O)C(CCc1ccccc1)[n+]1ccccc1N. RXN SMILES: [Br:1][CH:2]([C:3]([C:4](=[O:5])[O:6][CH2:7][CH3:8])=[O:9])[CH2:10][CH2:11][c:12]1[cH:13][cH:14][cH:15][cH:16][cH:17]1.[CH2:25]1[O:26][CH2:27][CH2:28][CH2:29]1.[NH2:18][c:19]1[n:20][cH:21][cH:22][cH:23][cH:24]1>>[Br-:1].[CH:2]([C:3]([C:4](=[O:5])[O:6][CH2:7][CH3:8])=[O:9])([CH2:10][CH2:11][c:12]1[cH:13][cH:14][cH:15][cH:16][cH:17]1)[n+:20]1[c:19]([NH2:18])[cH:24][cH:23][cH:22][cH:21]1.